describe an organic reaction: reactants, conditions, products, and yield From a dataset of the Open Reaction Database (ORD), a public repository of structured organic reaction records. Reactants: crude material, solution, CN (methylamine), C(C=C)N1C(N(CCC1)C1=C(C=CC=C1Cl)C)=S (3-Allyl-1-(6-chloro-2-methyl-phenyl)-3,4,5,6-tetrahydro-pyrimidine-2(1H)-thione). Solvent: ClCCl (dichloromethane), C(C)O (ethanol). Conditions: time 17 hour. The product is ClC1=CC=CC(=C1NCCCNC)C (N′-(6-Chloro-2-methyl-phenyl)-N-methyl-propane-1,3-diamine). Yield: 59.9%. RXN SMILES: CN.[CH2:3]([N:6]1[CH2:11][CH2:10][CH2:9][N:8]([C:12]2[C:17]([Cl:18])=[CH:16][CH:15]=[CH:14][C:13]=2[CH3:19])C1=S)C=C>C(O)C.ClCCl>[Cl:18][C:17]1[C:12]([NH:8][CH2:9][CH2:10][CH2:11][NH:6][CH3:3])=[C:13]([CH3:19])[CH:14]=[CH:15][CH:16]=1. Procedure: To an 8.03 M solution of methylamine in ethanol (31 mL) was added the hydrobromide salt of Example 12, Step B (8.6 g) and the mixture was stirred at ambient temperature for 17 hours. The ethanol was removed in vacuo and the residue was partitioned between dichloromethane and 1N sodium hydroxide. The organic phase was washed with brine, dried over sodium sulfate, and concentrated in vacuo to give a yellow oil. The crude material was dissolved in dichloromethane and absorbed onto a column of Merck... The reactants are ClC1=CC(=C2C(=N1)NC=N2)Cl (5,7-dichloro-3H-imidazo[4,5-b]pyridine), IC(C)C (2-iodopropane). Yields the product ClC1=CC(=C2C(=N1)N(C=N2)C(C)C)Cl (5,7-dichloro-3-isopropyl-3H-imidazo[4,5-b]pyridine). RXN SMILES: [Cl:1][C:2]1[N:7]=[C:6]2[NH:8][CH:9]=[N:10][C:5]2=[C:4]([Cl:11])[CH:3]=1.I[CH:13]([CH3:15])[CH3:14]>>[Cl:1][C:2]1[N:7]=[C:6]2[N:8]([CH:13]([CH3:15])[CH3:14])[CH:9]=[N:10][C:5]2=[C:4]([Cl:11])[CH:3]=1. Reported procedure: Following the procedure of Example 15b, 5,7-dichloro-3H-imidazo[4,5-b]pyridine (J. Med. Chem., 2007, 50, 828-834) (0.118 g, 0.624 mmol) was reacted with 2-iodopropane. The crude product mixture was purified by silica gel chromatography (25 to 35% ethyl acetate in hexane eluant) to afford a mixture of the title compound (major) and an isomeric product as a solid. MS m/z 230.2 (M+1). Reactants: P(Br)(Br)Br (phosphorus tribromide), C(C)(C)C1=CC=C(C=C1)S(=O)(=O)NC(C(OC1=C(C=C(C=C1)CO)CCC)C1=CC2=C(C=C1)OCO2)=O (N-(4-iso-propylbenzenesulfonyl)-α-(4-hydroxymethyl-2-n-propylphenoxy)-3,4-methylenedioxyphenylacetamide), C(Cl)(Cl)Cl (CHCl3), [NH4+].[OH-] (NH4OH). Run in C(Cl)Cl (methylene chloride), C(C)OCC (diethyl ether), CO (MeOH). The product is C(C)(C)C1=CC=C(C=C1)S(=O)(=O)NC(C(OC1=C(C=C(C=C1)CBr)CCC)C1=CC2=C(C=C1)OCO2)=O (N-(4-iso-propylbenzenesulfonyl)-α-(4-bromomethyl-2-n-propylphenoxy)-3,4-methylenedioxyphenylacetamide). RXN SMILES: [CH:1]([C:4]1[CH:9]=[CH:8][C:7]([S:10]([NH:13][C:14](=[O:37])[CH:15]([C:28]2[CH:33]=[CH:32][C:31]3[O:34][CH2:35][O:36][C:30]=3[CH:29]=2)[O:16][C:17]2[CH:22]=[CH:21][C:20]([CH2:23]O)=[CH:19][C:18]=2[CH2:25][CH2:26][CH3:27])(=[O:12])=[O:11])=[CH:6][CH:5]=1)([CH3:3])[CH3:2].P(Br)(Br)[Br:39].C(Cl)(Cl)Cl.[NH4+].[OH-]>C(OCC)C.C(Cl)Cl.CO>[CH:1]([C:4]1[CH:9]=[CH:8][C:7]([S:10]([NH:13][C:14](=[O:37])[CH:15]([C:28]2[CH:33]=[CH:32][C:31]3[O:34][CH2:35][O:36][C:30]=3[CH:29]=2)[O:16][C:17]2[CH:22]=[CH:21][C:20]([CH2:23][Br:39])=[CH:19][C:18]=2[CH2:25][CH2:26][CH3:27])(=[O:12])=[O:11])=[CH:6][CH:5]=1)([CH3:3])[CH3:2] |f:3.4|. Procedure details: To a solution of 0.200 g (0.381 mmol) of the product of Example 65 dissolved in 1.5 mL of diethyl ether was added 0.837 mL (0.837 mmole) of 1.0M phosphorus tribromide in methylene chloride solution under nitrogen at 0° C. The reaction mixture was stirred at 0° C. for 2 hours when TLC analysis (80:15:1 CHCl3 --MeOH--NH4OH) indicated that the reaction was nearly complete. The reaction was quenched at 0° C. with water and then partitioned with EtOAc. The aqueous portion was separated and the EtOAc ... The reactants are C(C)(=O)OC(C)=O (acetic anhydride), [K+].[Br-] (KBr), N1(CC1)C=1C(C=2C(=C(NC2C(C1C)=O)CO)C)=O (5-Aziridinyl-2-(hydroxymethyl)-3,6-dimethylindole-4,7-dione), CN(C)C1=NC=CC=C1 (dimethylaminopyridine). Run in C(Cl)(Cl)Cl.CO (chloroform methanol), C(Cl)(Cl)Cl (chloroform), C(Cl)(Cl)Cl (chloroform). Yields the product C(C)(=O)OCC=1NC=2C(C(=C(C(C2C1C)=O)N1CC1)C)=O (2-(Acetoxymethyl)-5-aziridinyl-3,6-dimethylindole-4,7-dione). Reaction SMILES: [N:1]1([C:4]2[C:5](=[O:18])[C:6]3[C:7]([CH3:17])=[C:8]([CH2:15][OH:16])[NH:9][C:10]=3[C:11](=[O:14])[C:12]=2[CH3:13])[CH2:3][CH2:2]1.CN(C1C=CC=CN=1)C.[C:28](OC(=O)C)(=[O:30])[CH3:29].[K+].[Br-]>C(Cl)(Cl)Cl.C(Cl)(Cl)Cl.CO>[C:28]([O:16][CH2:15][C:8]1[NH:9][C:10]2[C:11](=[O:14])[C:12]([CH3:13])=[C:4]([N:1]3[CH2:3][CH2:2]3)[C:5](=[O:18])[C:6]=2[C:7]=1[CH3:17])(=[O:30])[CH3:29] |f:3.4,6.7|. Conditions: time 25 minute. Reported procedure: To a mixture of 10 mg of indole 1b (0.04 mmole), 5 mg (0.04 mmole) dimethylaminopyridine (DMAP) in 5 ml of chloroform, was added 100 mg of acetic anhydride. The reaction was stirred at room temperature for 25 min and then added directly to a silica gel chromatography column employing chloroform as the eluant. The purified indole 1c was recrystallized from chloroform/hexane: 11 mg (95%) yield; mp 210-212° C.; TLC (chloroform/methanol, 90:10) Rf=0.68; 1HNMR (CDCl3) δ 9.38 (1H, bs, indole proton), ... Reported procedure: A solution of methyl 3-oxo-1-isopropylcyclopentanecarboxylate (27 g, 146.6 mmol) in dioxane (300 mL) and conc HCl (100 mL) was heated to reflux overnight. The crude product was extracted into diethyl ether (4×200 mL) and the combined organic extracts were washed with an aqueous solution of sodium hydroxide (5N, 2×150 mL). The combined aqueous extracts were cooled to 0° C. and acidified with conc HCl. The product was extracted with ether (3×200 mL), dried with magnesium sulfate and the solvent wa... Reactants: O=C1CC(CC1)(C(=O)OC)C(C)C (methyl 3-oxo-1-isopropylcyclopentanecarboxylate). Product: O=C1CC(CC1)(C(=O)O)C(C)C (3-Oxo-1-isopropylcyclopentanecarboxylic acid). The solvent is O1CCOCC1 (dioxane), Cl (HCl). RXN SMILES: [O:1]=[C:2]1[CH2:6][CH2:5][C:4]([CH:11]([CH3:13])[CH3:12])([C:7]([O:9]C)=[O:8])[CH2:3]1>O1CCOCC1.Cl>[O:1]=[C:2]1[CH2:6][CH2:5][C:4]([CH:11]([CH3:13])[CH3:12])([C:7]([OH:9])=[O:8])[CH2:3]1. Run at temperature 0 celsius. Starting materials: BrC1=CC2=C(C(=NC=3C(=CNC(C23)=O)I)NC(C(C)(C)C)C)C=C1 (9-bromo-4-iodo-6-[(1,2,2-trimethylpropyl)amino]benzo[c]-1,6-naphthyridin-1(2H)-one), [OH-].[Na+] (NaOH), CS(=O)[O-].[Na+] (sodium methanesulfinate), N1C(C(=O)O)CCC1 (DL-proline). Reagents/catalysts: [Cu]I (copper(I) iodide). Reaction conditions: temperature 90 celsius, time 72 hour. Yields the product BrC1=CC2=C(C(=NC=3C(=CNC(C23)=O)S(=O)(=O)C)NC(C(C)(C)C)C)C=C1 (9-bromo-4-(methylsulfonyl)-6-[(1,2,2-trimethylpropyl)amino]benzo[c]-1,6-naphthyridin-1(2H)-one). Reaction SMILES: [Br:1][C:2]1[CH:24]=[CH:23][C:5]2[C:6]([NH:16][CH:17]([CH3:22])[C:18]([CH3:21])([CH3:20])[CH3:19])=[N:7][C:8]3[C:9](I)=[CH:10][NH:11][C:12](=[O:14])[C:13]=3[C:4]=2[CH:3]=1.[CH3:25][S:26]([O-:28])=[O:27].[Na+].N1CCCC1C(O)=O.[OH-].[Na+]>[Cu]I>[Br:1][C:2]1[CH:24]=[CH:23][C:5]2[C:6]([NH:16][CH:17]([CH3:22])[C:18]([CH3:21])([CH3:20])[CH3:19])=[N:7][C:8]3[C:9]([S:26]([CH3:25])(=[O:28])=[O:27])=[CH:10][NH:11][C:12](=[O:14])[C:13]=3[C:4]=2[CH:3]=1 |f:1.2,4.5|. Reported procedure: 9-bromo-4-iodo-6-[(1,2,2-trimethylpropyl)amino]benzo[c]-1,6-naphthyridin-1(2H)-one (50 mg, 0.10 mmol), sodium methanesulfinate (13.27 mg, 0.130 mmol), DL-proline (2.302 mg, 0.020 mmol), copper(I) iodide (1.904 mg, 10.00=01) and NaOH (0.800 mg, 0.020 mmol) were combined in a 2-dram vial that was then flushed with nitrogen and kept under a nitrogen atmosphere. DMSO (500 μl) was then added and the reaction was heated to 90° C. and stirred for 72 h. Then, the reaction was purified by preparative HPL... The reactants are ClC1=CC=C2C(=CNC2=C1)C(=O)N1CCC2(CC1)OC(C1=C2C=CC=C1)=O (1′-[(6-chloro-1H-indol-3-yl)carbonyl]-3H-spiro[2-benzofuran-1,4′-piperidin]-3-one), [H-].[Na+] (NaH), FC1=NC=CC=C1 (2-fluoropyridine). The solvent is CN(C)C=O (DMF). Conditions: time 30 minute. Product: ClC1=CC=C2C(=CN(C2=C1)C1=NC=CC=C1)C(=O)N1CCC2(CC1)OC(C1=C2C=CC=C1)=O (1′-[(6-Chloro-1-pyridin-2-yl-1H-indol-3-yl)carbonyl]-3H-spiro[2-benzofuran-1,4′-piperidin]-3-one). Isolated yield 38.0%. Reaction SMILES: [Cl:1][C:2]1[CH:10]=[C:9]2[C:5]([C:6]([C:11]([N:13]3[CH2:18][CH2:17][C:16]4([C:22]5[CH:23]=[CH:24][CH:25]=[CH:26][C:21]=5[C:20](=[O:27])[O:19]4)[CH2:15][CH2:14]3)=[O:12])=[CH:7][NH:8]2)=[CH:4][CH:3]=1.[H-].[Na+].F[C:31]1[CH:36]=[CH:35][CH:34]=[CH:33][N:32]=1>CN(C=O)C>[Cl:1][C:2]1[CH:10]=[C:9]2[C:5]([C:6]([C:11]([N:13]3[CH2:18][CH2:17][C:16]4([C:22]5[CH:23]=[CH:24][CH:25]=[CH:26][C:21]=5[C:20](=[O:27])[O:19]4)[CH2:15][CH2:14]3)=[O:12])=[CH:7][N:8]2[C:31]2[CH:36]=[CH:35][CH:34]=[CH:33][N:32]=2)=[CH:4][CH:3]=1 |f:1.2|. Procedure details: To a solution of 1′-[(6-chloro-1H-indol-3-yl)carbonyl]-3H-spiro[2-benzofuran-1,4′-piperidin]-3-one (prepared according to example 16 above) in dry DMF was added NaH (1 eq) and the reaction mixture stirred at room temperature for 30 min and then treated with 2-fluoropyridine (1.5 eq) and heated at 140° C. under microwave irradiation for 15 min. Purification by preparative HPLC gave the desired product in 38% yield.